This data is from the Open Reaction Database (ORD), a public repository of structured organic reaction records. The task is: describe an organic reaction: reactants, conditions, products, and yield Starting materials: FC(S(=O)(=O)[O-])(F)F.C(C1=CC=CC=C1)[N+]1=C([Te]C2=C1C=CC=C2)C (3-Benzyl-2-methylbenzotellurazolium Trifluoromethanesulfonate), COC=1C(=CC2=C(N=C([Te]2)C)C1)OC (5,6-Dimethoxy-2-methylbenzotellurazole), pale gray powder. Product: FC(S(=O)(=O)[O-])(F)F.C(C1=CC=CC=C1)[N+]1=C([Te]C2=C1C=C(C(=C2)OC)OC)C (3-Benzyl-5,6-dimethoxy-2-methylbenzotellurazolium Trifluoromethanesulfonate). RXN SMILES: [F:1][C:2]([F:8])([F:7])[S:3]([O-:6])(=[O:5])=[O:4].[CH2:9]([N+]1C2C=CC=CC=2[Te]C=1C)[C:10]1[CH:15]=[CH:14][CH:13]=[CH:12][CH:11]=1.[CH3:26][O:27][C:28]1[C:29]([O:38][CH3:39])=[CH:30][C:31]2[Te:35][C:34]([CH3:36])=[N:33][C:32]=2[CH:37]=1>>[F:1][C:2]([F:8])([F:7])[S:3]([O-:6])(=[O:5])=[O:4].[CH2:9]([N+:33]1[C:32]2[CH:37]=[C:28]([O:27][CH3:26])[C:29]([O:38][CH3:39])=[CH:30][C:31]=2[Te:35][C:34]=1[CH3:36])[C:10]1[CH:15]=[CH:14][CH:13]=[CH:12][CH:11]=1 |f:0.1,3.4|. Procedure: This compound was prepared in the same way and on the same scale as the compound of Example 53, except that 5,6-dimethoxy-2-methylbenzotellurazole (Example 19) was used in place of 2-methylbenzotellurazole. Yield 0.50 g of a pale gray powder, m.p. 179°-182° C. (dec). The infrared, nuclear magnetic resonance, and mass spectra were in agreement with that expected for a mixture of desired compound and the hydro salt 5,6-dimethoxy-2-methylbenzotellurazole. Reactants: C(=O)(OC(C)(C)C)OC(=O)[O-] (tert-butyl dicarbonate), Cl.NC(=N)N (guanidine hydrochloride), [OH-].[Na+] (sodium hydroxide). Solvent: CC(=O)C (acetone), O (water). Reaction conditions: time 2 hour. The product is NC(=N)NC(OC(C)(C)C)=O (1,1-dimethylethyl [amino(imino)methyl]carbamate). Yield: 100.3%. As a reaction SMILES: [C:1](OC([O-])=O)([O:3][C:4]([CH3:7])([CH3:6])[CH3:5])=[O:2].Cl.[NH2:13][C:14]([NH2:16])=[NH:15].[OH-].[Na+]>CC(C)=O.O>[NH2:15][C:14]([NH:16][C:1](=[O:2])[O:3][C:4]([CH3:7])([CH3:6])[CH3:5])=[NH:13] |f:1.2,3.4|. Procedure: A solution of tert-butyl dicarbonate (57.3 g, 263 mmol) in acetone (500 mL) was added to a solution of guanidine hydrochloride (100 g, 1050 mmol) and sodium hydroxide (84 g, 2100 mmol) in water (400 mL) at 0° C. The mixture was stirred at RT for 2 hrs. The acetone was removed by rotary evaporation and the remaining suspension was extracted with EtOAc (3×). The combined organic layers were dried over sodium sulfate and the solvent was evaporated to give 1,1-dimethylethyl [amino(imino)methyl]carba... The reactants are COC(=O)c1cc2ccc(C(=O)O)cc2[nH]1, CO, NCCN1CCOCC1. Yields the product COC(=O)c1cc2ccc(C(=O)NCCN3CCOCC3)cc2[nH]1. Reaction SMILES: [CH3:1][O:2][C:3](=[O:4])[c:5]1[nH:6][c:7]2[cH:8][c:9]([C:14](=[O:15])[OH:16])[cH:10][cH:11][c:12]2[cH:13]1.[CH3:26][OH:27].[NH2:17][CH2:18][CH2:19][N:20]1[CH2:21][CH2:22][O:23][CH2:24][CH2:25]1>>[CH3:1][O:2][C:3](=[O:4])[c:5]1[nH:6][c:7]2[cH:8][c:9]([C:14](=[O:16])[NH:17][CH2:18][CH2:19][N:20]3[CH2:21][CH2:22][O:23][CH2:24][CH2:25]3)[cH:10][cH:11][c:12]2[cH:13]1.